From a dataset of the Open Reaction Database (ORD), a public repository of structured organic reaction records. describe an organic reaction: reactants, conditions, products, and yield Reactants: [Cl-].C(#N)C[P+](C)(C)C ((cyanomethyl)trimethylphosphonium chloride), C[Si](C)(C)[N-][Si](C)(C)C.[K+] (potassium bis(trimethylsilyl)amide), FC1=CC=C(CO)C=C1 (4-fluorobenzylalcohol), FC1(CCN(CC1)C(=O)C=1NC2=CC=C(C=C2C1)C(=O)N1CCN(CC1)C(C)C)F ((4,4-Difluoro-piperidin-1-yl)-[5-(4-isopropyl-piperazine-1-carbonyl)-1H-indol-2-yl]-methanone). Run in C1(=CC=CC=C1)C (toluene). Yields the product FC1(CCN(CC1)C(=O)C=1N(C2=CC=C(C=C2C1)C(=O)N1CCN(CC1)C(C)C)CC1=CC=C(C=C1)F)F ((4,4-Difluoro-piperidin-1-yl)-[1-(4-fluoro-benzyl)-5-(4-isopropyl-piperazine-1-carbonyl)-1H-indol-2-yl]-methanone), compound. The yield is 37.0%. Reaction SMILES: [Cl-].C(C[P+](C)(C)C)#N.C[Si]([N-][Si](C)(C)C)(C)C.[K+].[F:19][C:20]1[CH:27]=[CH:26][C:23]([CH2:24]O)=[CH:22][CH:21]=1.[F:28][C:29]1([F:57])[CH2:34][CH2:33][N:32]([C:35]([C:37]2[NH:38][C:39]3[C:44]([CH:45]=2)=[CH:43][C:42]([C:46]([N:48]2[CH2:53][CH2:52][N:51]([CH:54]([CH3:56])[CH3:55])[CH2:50][CH2:49]2)=[O:47])=[CH:41][CH:40]=3)=[O:36])[CH2:31][CH2:30]1>C1(C)C=CC=CC=1>[F:57][C:29]1([F:28])[CH2:34][CH2:33][N:32]([C:35]([C:37]2[N:38]([CH2:24][C:23]3[CH:26]=[CH:27][C:20]([F:19])=[CH:21][CH:22]=3)[C:39]3[C:44]([CH:45]=2)=[CH:43][C:42]([C:46]([N:48]2[CH2:49][CH2:50][N:51]([CH:54]([CH3:55])[CH3:56])[CH2:52][CH2:53]2)=[O:47])=[CH:41][CH:40]=3)=[O:36])[CH2:31][CH2:30]1 |f:0.1,2.3|. Procedure: The title compound was synthesized in analogy to example 74, from (cyanomethyl)trimethylphosphonium chloride (prepared according to Tetrahedron Lett. 1996, 37 (14), 2459-62), potassium bis(trimethylsilyl)amide, 4-fluorobenzylalcohol and (4,4-difluoro-piperidin-1-yl)-[5-(4-isopropyl-piperazine-1-carbonyl)-1H-indol-2-yl]-methanone (example 32) in toluene to give the compound as a colorless foam (37%). The reactants are O.C1(=CC=C(C=C1)S(=O)(=O)O)C (p-Toluenesulfonic acid monohydrate), O(C1=CC=CC=C1)CCC(C(=O)OCC)CC1=CC=C(C=C1)OCCOC1OCCCC1 (ethyl 2-(2-phenoxyethyl)-3-[4-[2-(tetrahydropyran-2-yloxy)ethoxy]phenyl]propionate). Solvent: C(C)O (ethanol). Reaction conditions: time 2 hour. The product is OCCOC1=CC=C(C=C1)CC(C(=O)OCC)CCOC1=CC=CC=C1 (Ethyl 3-[4-(2-hydroxyethoxy)phenyl]-2-(2-phenoxyethyl)propionate). The yield is 84.2%. Reaction SMILES: O.C1(C)C=CC(S(O)(=O)=O)=CC=1.[O:13]([CH2:20][CH2:21][CH:22]([CH2:28][C:29]1[CH:34]=[CH:33][C:32]([O:35][CH2:36][CH2:37][O:38]C2CCCCO2)=[CH:31][CH:30]=1)[C:23]([O:25][CH2:26][CH3:27])=[O:24])[C:14]1[CH:19]=[CH:18][CH:17]=[CH:16][CH:15]=1>C(O)C>[OH:38][CH2:37][CH2:36][O:35][C:32]1[CH:31]=[CH:30][C:29]([CH2:28][CH:22]([CH2:21][CH2:20][O:13][C:14]2[CH:15]=[CH:16][CH:17]=[CH:18][CH:19]=2)[C:23]([O:25][CH2:26][CH3:27])=[O:24])=[CH:34][CH:33]=1 |f:0.1|. Procedure: p-Toluenesulfonic acid monohydrate (0.40) was added to a solution of ethyl 2-(2-phenoxyethyl)-3-[4-[2-(tetrahydropyran-2-yloxy)ethoxy]phenyl]propionate (738 mg), which is the product of Reference example 3(e), in ethanol (10 ml). The mixture was stirred at ambient temperature for 2 hours. At the end of this time the reaction mixture was concentrated. The residue was partitioned between ethyl acetate and saturated aqueous sodium hydrogencarbonate solution. The ethyl acetate layer was separated an... The reactants are C(C)C1=CC=C(OC2=CC=C(C(=O)NCC(=O)O)C=C2)C=C1 (N-[4-(4-Ethylphenoxy)benzoyl]glycine), C(C)(=O)OC(C)=O (acetic anhydride). The solvent is C(C)(=O)OCC (ethyl acetate), C(C)(=O)OCC (Ethyl acetate). Conditions: temperature 80 celsius, time 20 minute. The product is C(C)C1=CC=C(OC2=CC=C(C=C2)C=2OC(CN2)=O)C=C1 (2-[4-(4-ethylphenoxy)phenyl]-1,3-oxazol-5(4H)-one). The yield is 63.9%. As a reaction SMILES: [CH2:1]([C:3]1[CH:22]=[CH:21][C:6]([O:7][C:8]2[CH:20]=[CH:19][C:11]([C:12]([NH:14][CH2:15][C:16]([OH:18])=[O:17])=O)=[CH:10][CH:9]=2)=[CH:5][CH:4]=1)[CH3:2].C(OC(=O)C)(=O)C>C(OCC)(=O)C>[CH2:1]([C:3]1[CH:22]=[CH:21][C:6]([O:7][C:8]2[CH:20]=[CH:19][C:11]([C:12]3[O:17][C:16](=[O:18])[CH2:15][N:14]=3)=[CH:10][CH:9]=2)=[CH:5][CH:4]=1)[CH3:2]. Procedure: A mixture of N-[4-(4-ethylphenoxy)benzoyl]glycine (200 mg, 0.668 mmol) prepared in Example 89 (89a) and acetic anhydride (0.38 mL, 4.03 mmol) was stirred at 80° C. for 20 minutes. Ethyl acetate was added to the reaction mixture, and then the mixture was cooled to room temperature. The solvent was evaporated, and then the residue was purified by silica gel column chromatography (hexane:ethyl acetate, 3:1, v/v) to give 2-[4-(4-ethylphenoxy)phenyl]-1,3-oxazol-5(4H)-one (120 mg, 0.427 mmol). All of ... Starting materials: FC1=NC=CC=C1B(O)O (2-Fluoropyridine-3-boronic acid), C([O-])([O-])=O.[Na+].[Na+] (sodium carbonate), C(C)(C)(C)OC(=O)N(C(=O)OC)C=1SC[C@H]2[C@@](N1)(CCC2)C2=CC(=CC(=C2)Cl)Br ((±)-N-(t-butoxycarbonyl)-N-(methoxycarbonyl)[(4aR*,7aS*)-7a-(3-bromo-5-chlorophenyl)-4,4a,5,6,7,7a-hexahydrocyclopenta[d][1,3]thiazin-2-yl]amine). The reagents and catalysts are C=1C=CC(=CC1)/C=C/C(=O)/C=C/C2=CC=CC=C2.C=1C=CC(=CC1)/C=C/C(=O)/C=C/C2=CC=CC=C2.C=1C=CC(=CC1)/C=C/C(=O)/C=C/C2=CC=CC=C2.[Pd].[Pd] (tris(dibenzylideneacetone)dipalladium). Run in CN(C)C=O (DMF). Run at temperature 85 celsius, time 3 hour. Yields the product ClC=1C=C(C=C(C1)C=1C(=NC=CC1)F)[C@@]12N=C(SC[C@@H]1CCC2)N ((±)-(4aR*,7aS*)-7a-[3-chloro-5-(2-fluoropyridin-3-yl)phenyl]-4,4a,5,6,7,7a-hexahydro-cyclopenta[d][1,3]thiazin-2-ylamine). Reaction SMILES: [F:1][C:2]1[C:7](B(O)O)=[CH:6][CH:5]=[CH:4][N:3]=1.C(=O)([O-])[O-].[Na+].[Na+].C(OC([N:24]([C:29]1[S:30][CH2:31][C@@H:32]2[CH2:37][CH2:36][CH2:35][C@:33]2([C:38]2[CH:43]=[C:42]([Cl:44])[CH:41]=[C:40](Br)[CH:39]=2)[N:34]=1)C(OC)=O)=O)(C)(C)C>CN(C=O)C.C1C=CC(/C=C/C(/C=C/C2C=CC=CC=2)=O)=CC=1.C1C=CC(/C=C/C(/C=C/C2C=CC=CC=2)=O)=CC=1.C1C=CC(/C=C/C(/C=C/C2C=CC=CC=2)=O)=CC=1.[Pd].[Pd]>[Cl:44][C:42]1[CH:43]=[C:38]([C@:33]23[CH2:35][CH2:36][CH2:37][C@H:32]2[CH2:31][S:30][C:29]([NH2:24])=[N:34]3)[CH:39]=[C:40]([C:7]2[C:2]([F:1])=[N:3][CH:4]=[CH:5][CH:6]=2)[CH:41]=1 |f:1.2.3,6.7.8.9.10|. Procedure details: 2-Fluoropyridine-3-boronic acid (55.8 mg), tetrakis(triphenylphosphine)palladium (0) (22.9 mg) and a 1 N sodium carbonate solution (396 μL) were added to a solution of the by-product (±)-N-(t-butoxycarbonyl)-N-(methoxycarbonyl)[(4aR*,7aS*)-7a-(3-bromo-5-chlorophenyl)-4,4a,5,6,7,7a-hexahydrocyclopenta[d][1,3]thiazin-2-yl]amine obtained in Preparation Example 71-(2) (100 mg) in DMF (5 mL). After replacement with nitrogen, the mixture was stirred at 85° C. for three hours. The reaction solution was... Starting materials: CN(CCCN)C (3-dimethylaminopropylamine), O=C1N(C(CC1)=O)OC(=O)C1=C(C2=C(N=CN=C2NC2=C(C=C(C=C2)F)O[C@@H]2[C@H](CCCC2)OC)S1)C (4-[4-fluoro-2-((1S,2S)-2-methoxy-cyclohexyloxy)-phenylamino]-5-methyl-thieno[2,3-d]pyrimidine-6-carboxylic acid 2,5-dioxo-pyrrolidin-1-yl ester). Solvent: CN(C)C=O (DMF). Reaction conditions: time 30 minute. The product is CN(CCCNC(=O)C1=C(C2=C(N=CN=C2NC2=C(C=C(C=C2)F)O[C@@H]2[C@H](CCCC2)OC)S1)C)C (4-[4-Fluoro-2-((1S,2S)-2-methoxy-cyclohexyloxy)-phenylamino]-5-methyl-thieno[2,3-d]pyrimidine-6-carboxylic acid (3-dimethylamino-propyl)-amide). RXN SMILES: [CH3:1][N:2]([CH3:7])[CH2:3][CH2:4][CH2:5][NH2:6].O=C1CCC(=O)N1[O:15][C:16]([C:18]1[S:43][C:21]2[N:22]=[CH:23][N:24]=[C:25]([NH:26][C:27]3[CH:32]=[CH:31][C:30]([F:33])=[CH:29][C:28]=3[O:34][C@H:35]3[CH2:40][CH2:39][CH2:38][CH2:37][C@@H:36]3[O:41][CH3:42])[C:20]=2[C:19]=1[CH3:44])=O>CN(C=O)C>[CH3:1][N:2]([CH3:7])[CH2:3][CH2:4][CH2:5][NH:6][C:16]([C:18]1[S:43][C:21]2[N:22]=[CH:23][N:24]=[C:25]([NH:26][C:27]3[CH:32]=[CH:31][C:30]([F:33])=[CH:29][C:28]=3[O:34][C@H:35]3[CH2:40][CH2:39][CH2:38][CH2:37][C@@H:36]3[O:41][CH3:42])[C:20]=2[C:19]=1[CH3:44])=[O:15]. Reported procedure: 0.129 g 3-dimethylaminopropylamine was added to 0.155 g 4-[4-fluoro-2-((1S,2S)-2-methoxy-cyclohexyloxy)-phenylamino]-5-methyl-thieno[2,3-d]pyrimidine-6-carboxylic acid 2,5-dioxo-pyrrolidin-1-yl ester in 2 ml DMF and stirred at rt for 30 minutes. The reaction mixture was concentrated. The residue was dissolved in EtOAc, washed with water and brine, passed through a hydrophobic frit and concentrated.